This data is from the Open Reaction Database (ORD), a public repository of structured organic reaction records. The task is: describe an organic reaction: reactants, conditions, products, and yield The reactants are Cc1ccc(S(=O)(=O)N2CCCC(=O)c3cccnc32)cc1, CC(=O)O, [Na+], [OH-], O, O=S(=O)(O)O. Product: O=C1CCCNc2ncccc21. As a reaction SMILES: [CH3:1][c:2]1[cH:3][cH:4][c:5]([S:6](=[O:7])(=[O:8])[N:11]2[c:12]3[c:13]([cH:19][cH:20][cH:21][n:22]3)[C:14](=[O:18])[CH2:15][CH2:16][CH2:17]2)[cH:9][cH:10]1.[CH3:31][C:32](=[O:33])[OH:34].[Na+:30].[OH-:29].[OH2:28].[S:23](=[O:24])(=[O:25])([OH:26])[OH:27]>>[NH:11]1[c:12]2[c:13]([cH:19][cH:20][cH:21][n:22]2)[C:14](=[O:18])[CH2:15][CH2:16][CH2:17]1. The reactants are FC(C(CC=1SC(=NN1)C1=CC=C(C=C1)O)CCCC)(F)F (2-(2-trifluoromethylhexyl)-5-(4-hydroxyphenyl)-1, 3, 4-thiadiazole), N1=CC=CC=C1 (pyridine), C(CCCCCCCCCC)(=O)Cl (undecanoic acid chloride). Run in O (water). Reaction conditions: temperature 50 celsius, time 2 hour. Product: FC(C(CC=1SC(=NN1)C1=CC=C(C=C1)OC(CCCCCCCCCC)=O)CCCC)(F)F (2-(2-trifluoromethylhexyl)-5-(4-undecanoyloxyphenyl)-1, 3, 4-thiadiazole). Isolated yield 72.2%. As a reaction SMILES: [F:1][C:2]([F:22])([F:21])[CH:3]([CH2:17][CH2:18][CH2:19][CH3:20])[CH2:4][C:5]1[S:6][C:7]([C:10]2[CH:15]=[CH:14][C:13]([OH:16])=[CH:12][CH:11]=2)=[N:8][N:9]=1.N1C=CC=CC=1.[C:29](Cl)(=[O:40])[CH2:30][CH2:31][CH2:32][CH2:33][CH2:34][CH2:35][CH2:36][CH2:37][CH2:38][CH3:39]>O>[F:22][C:2]([F:21])([F:1])[CH:3]([CH2:17][CH2:18][CH2:19][CH3:20])[CH2:4][C:5]1[S:6][C:7]([C:10]2[CH:15]=[CH:14][C:13]([O:16][C:29](=[O:40])[CH2:30][CH2:31][CH2:32][CH2:33][CH2:34][CH2:35][CH2:36][CH2:37][CH2:38][CH3:39])=[CH:12][CH:11]=2)=[N:8][N:9]=1. Procedure details: 0.66 g (2 mmol) of 2-(2-trifluoromethylhexyl)-5-(4-hydroxyphenyl)-1, 3, 4-thiadiazole was added to pyridine, 0.50 g (2,5 mmol) of undecanoic acid chloride was dripped while the mixture was cooled, and they were stirred at 50° C. for two hours. After the reaction was completed, water was added, ether extraction was performed, the solution was dried, and the solvent thereof was removed. Then, the solution was refined by column chromatography (toluene: ethyl acetate=6:1) and recrystallization (etha... Starting materials: C1(C=CCCCC1)N (2-cycloheptenylamine), Cl/C/1=C(/C(=O)OC1=O)\Cl (dichloromaleic anhydride), C(C)(=O)O (acetic acid). Run in CCOCC (ether). Product: C1(C=CCCCC1)N1C(C(=C(C1=O)Cl)Cl)=O (N-(2-cycloheptenyl)dichloromaleinimide). The yield is 70.7%. As a reaction SMILES: [CH:1]1([NH2:8])[CH2:7][CH2:6][CH2:5][CH2:4][CH:3]=[CH:2]1.[Cl:9][C:10]1=[C:11]([Cl:17])[C:12]([O:14][C:15]1=O)=[O:13].C(O)(=O)C>CCOCC>[CH:1]1([N:8]2[C:15](=[O:14])[C:10]([Cl:9])=[C:11]([Cl:17])[C:12]2=[O:13])[CH2:7][CH2:6][CH2:5][CH2:4][CH:3]=[CH:2]1. Procedure: A mixture of 2-cycloheptenylamine (1.01 g), dichloromaleic anhydride (1.67 g) and acetic acid (10 ml) was heated under reflux for 3 hours. After cooling, ether (20 ml) was added to the reaction mixture which was then washed with a saturated aqueous sodium hydrogencarbonate solution, water and a saturated aqueous sodium chloride solution in this order. The organic layer was dried over anhydrous magnesium sulfate and concentrated. The deposited crystal was purified by recrystallization from hexane... Product: C1(=CC=CC=C1)C1=C2C(=NC=C1)C=C(O2)C2=CC(=C(C(=C2)OC)OC)OC (7-Phenyl-2-(3,4,5-trimethoxy-phenyl)-furo[3,2-b]pyridine). As a reaction SMILES: Cl[C:2]1[CH:7]=[CH:6][N:5]=[C:4]2[CH:8]=[C:9]([C:11]3[CH:16]=[C:15]([O:17][CH3:18])[C:14]([O:19][CH3:20])=[C:13]([O:21][CH3:22])[CH:12]=3)[O:10][C:3]=12.[C:23]1(B(O)O)[CH:28]=[CH:27][CH:26]=[CH:25][CH:24]=1.C1(P(C2CCCCC2)C2C=CC=CC=2C2C(OC)=CC=CC=2OC)CCCCC1.C([O-])([O-])=O.[K+].[K+]>O1CCOCC1.O.C([O-])(=O)C.[Pd+2].C([O-])(=O)C>[C:23]1([C:2]2[CH:7]=[CH:6][N:5]=[C:4]3[CH:8]=[C:9]([C:11]4[CH:16]=[C:15]([O:17][CH3:18])[C:14]([O:19][CH3:20])=[C:13]([O:21][CH3:22])[CH:12]=4)[O:10][C:3]=23)[CH:28]=[CH:27][CH:26]=[CH:25][CH:24]=1 |f:3.4.5,8.9.10|. Yield: 32.0%. The reactants are ClC1=C2C(=NC=C1)C=C(O2)C2=CC(=C(C(=C2)OC)OC)OC (7-Chloro-2-(3,4,5-trimethoxy-phenyl)-furo[3,2-b]pyridine), C(=O)([O-])[O-].[K+].[K+] (K2CO3), C1(=CC=CC=C1)B(O)O (phenyl boronic acid), C1(CCCCC1)P(C1=C(C=CC=C1)C1=C(C=CC=C1OC)OC)C1CCCCC1 (2-dicyclohexylphosphino-2′,6′-dimethoxybiphenyl). Conditions: temperature 150 celsius. Reagents/catalysts: C(C)(=O)[O-].[Pd+2].C(C)(=O)[O-] (palladium(II)-acetate). Solvent: O1CCOCC1 (1,4-dioxane), O (water). Reported procedure: 7-Chloro-2-(3,4,5-trimethoxy-phenyl)-furo[3,2-b]pyridine (0.061 mmol), phenyl boronic acid (0.064 mmol), palladium(II)-acetate (0.004 mmol), 2-dicyclohexylphosphino-2′,6′-dimethoxybiphenyl (0.006 mmol) and K2CO3 (0.181 mmol) are suspended in 1,4-dioxane (1.00 ml) and water (100.00 μl). The suspension is heated to 150° C. in the microwave for 45 min. The solvent is removed in vacuo and the product purified over column chromatography (SiO2, heptan, ethyl acetate). The product is isolated as yellow... The reactants are [Na] (sodium), CO (methanol), CO (methanol), [Na] (sodium), ClC1=NC(=CC(=C1)C(Cl)(Cl)Cl)OCC (2-chloro-6-ethoxy-4-(trichloromethyl)pyridine), CO (methanol). Run at temperature 62 celsius, time 8 hour. Product: COC1=NC(=CC(=C1)C(Cl)(Cl)Cl)OCC (2-Methoxy-6-ethoxy-4-(trichloromethyl)-pyridine). RXN SMILES: Cl[C:2]1[CH:7]=[C:6]([C:8]([Cl:11])([Cl:10])[Cl:9])[CH:5]=[C:4]([O:12][CH2:13][CH3:14])[N:3]=1.[Na].[CH3:16][OH:17]>>[CH3:16][O:17][C:2]1[CH:7]=[C:6]([C:8]([Cl:11])([Cl:10])[Cl:9])[CH:5]=[C:4]([O:12][CH2:13][CH3:14])[N:3]=1 |^1:14|. Procedure: To a solution of 54.99 grams (0.20 mole) of 2-chloro-6-ethoxy-4-(trichloromethyl)pyridine dissolved in 100 ml of methanol at 60° C. was rapidly added a solution of 6.90 grams (0.3 mole) of sodium metal dissolved in 150 ml of methanol. The mixture was heated to reflux for ~1 hour and then stirred at 62° C. overnight and thereafter refluxed for 8 hours followed by stirring at 62° C. overnight and then refluxed for 1 hour. A solution of 3.45 grams of sodium metal dissolved in 75 ml of methanol was ... The reactants are CC(C)(C)OC(=O)NC(Cc1ccc(OCc2ccccc2)cc1)C(=O)O, CC(C)CCCC(C)C1CCC2C3CCC4CC(N)CCC4(C)C3CCC12C. Yields the product CC(C)CCCC(C)C1CCC2C3CCC4CC(NC(=O)C(Cc5ccc(OCc6ccccc6)cc5)NC(=O)OC(C)(C)C)CCC4(C)C3CCC12C. RXN SMILES: [C:1]([CH3:2])([CH3:3])([CH3:4])[O:5][C:6](=[O:7])[NH:8][CH:9]([CH2:10][c:11]1[cH:12][cH:13][c:14]([O:17][CH2:18][c:19]2[cH:20][cH:21][cH:22][cH:23][cH:24]2)[cH:15][cH:16]1)[C:25](=[O:26])[OH:27].[NH2:28][CH:29]1[CH2:30][CH:31]2[CH2:32][CH2:33][CH:34]3[CH:35]4[CH2:36][CH2:37][CH:38]([CH:39]([CH2:40][CH2:41][CH2:42][CH:43]([CH3:44])[CH3:45])[CH3:46])[C:47]4([CH3:55])[CH2:48][CH2:49][CH:50]3[C:51]2([CH3:54])[CH2:52][CH2:53]1>>[C:1]([CH3:2])([CH3:3])([CH3:4])[O:5][C:6](=[O:7])[NH:8][CH:9]([CH2:10][c:11]1[cH:12][cH:13][c:14]([O:17][CH2:18][c:19]2[cH:20][cH:21][cH:22][cH:23][cH:24]2)[cH:15][cH:16]1)[C:25](=[O:26])[NH:28][CH:29]1[CH2:30][CH:31]2[CH2:32][CH2:33][CH:34]3[CH:35]4[CH2:36][CH2:37][CH:38]([CH:39]([CH2:40][CH2:41][CH2:42][CH:43]([CH3:44])[CH3:45])[CH3:46])[C:47]4([CH3:55])[CH2:48][CH2:49][CH:50]3[C:51]2([CH3:54])[CH2:52][CH2:53]1. The reactants are BrC1=CC(=C(C(=O)OC)C=C1)NC1=CC=C(C=C1)F (methyl 4-bromo-2-(4-fluoroanilino)benzoate), FC1=CC=C(C=C1)B(O)O (4-fluorophenylboronic acid), C([O-])([O-])=O.[Na+].[Na+] (sodium carbonate), bis(acetato)triphenylphosphine palladium (II). Reported procedure: To N,N-dimethylacetamide 2.5 mL solution of methyl 4-bromo-2-(4-fluoroanilino)benzoate 70 mg were added 4-fluorophenylboronic acid 45 mg, sodium carbonate 57 mg and polymer-carried bis(acetato)triphenylphosphine palladium (II) 31 mg at room temperature, and it was stirred at 90° C. for 12 hours. After the reaction mixture was cooled to room temperature, insoluble matter was filtrated, and ethyl acetate and 1.0 mol/L hydrochloric acid were added to it. The organic layer was separated and collecte... Yield: 11.1%. The product is FC1=CC=C(NC2=C(C(=O)O)C=CC(=C2)C2=CC=C(C=C2)F)C=C1 (2-(4-fluoroanilino)-4-(4-fluorophenyl)benzoic acid). Reaction SMILES: Br[C:2]1[CH:11]=[CH:10][C:5]([C:6]([O:8]C)=[O:7])=[C:4]([NH:12][C:13]2[CH:18]=[CH:17][C:16]([F:19])=[CH:15][CH:14]=2)[CH:3]=1.[F:20][C:21]1[CH:26]=[CH:25][C:24](B(O)O)=[CH:23][CH:22]=1.C(=O)([O-])[O-].[Na+].[Na+]>CN(C)C(=O)C>[F:19][C:16]1[CH:17]=[CH:18][C:13]([NH:12][C:4]2[CH:3]=[C:2]([C:24]3[CH:25]=[CH:26][C:21]([F:20])=[CH:22][CH:23]=3)[CH:11]=[CH:10][C:5]=2[C:6]([OH:8])=[O:7])=[CH:14][CH:15]=1 |f:2.3.4|. The solvent is CN(C(C)=O)C (N,N-dimethylacetamide). Conditions: temperature 90 celsius, time 12 hour. Reactants: C(=O)N1CCNCC1 (N-formylpiperazine), [N+](=O)([O-])C1=CC(=C(C(=C1)Cl)C(C(=O)N)Br)Cl ((4-nitro-2,6-dichlorophenyl)-2-bromoacetamide), C(=O)([O-])[O-].[K+].[K+] (K2CO3), CN(C)C=O (DMF). Run at time 15 minute. Product: [N+](=O)([O-])C1=CC(=C(C(=C1)Cl)NC(CN1CCN(CC1)C=O)=O)Cl (N-(4-nitro-2,6-dichlorophenyl)-4-formyl-1-piperazineacetamide). RXN SMILES: [CH:1]([N:3]1[CH2:8][CH2:7][NH:6][CH2:5][CH2:4]1)=[O:2].[N+:9]([C:12]1[CH:17]=[C:16]([Cl:18])[C:15](C(Br)C(N)=O)=[C:14]([Cl:24])[CH:13]=1)([O-:11])=[O:10].[C:25]([O-])([O-])=O.[K+].[K+].C[N:32]([CH:34]=[O:35])C>>[N+:9]([C:12]1[CH:13]=[C:14]([Cl:24])[C:15]([NH:32][C:34](=[O:35])[CH2:25][N:6]2[CH2:7][CH2:8][N:3]([CH:1]=[O:2])[CH2:4][CH2:5]2)=[C:16]([Cl:18])[CH:17]=1)([O-:11])=[O:10] |f:2.3.4|. Reported procedure: A mixture of N-formylpiperazine (0.41 mL, 4.0 mmol), (4-nitro-2,6-dichlorophenyl)-2-bromoacetamide (1.31 g, 4.0 mmol), and K2CO3 (2.2 g) in 20 mL of DMF was stirred at room temperature for 15 minutes. The mixture was then partitioned between ethyl acetate and water, the aqueous extracts were diluted with brine, and then exhaustively extracted with ethyl acetate. Solvent was removed in vacuo from the combined ethyl acetate extracts to yield the III product as a residue (1.79 g): 1H NMR (300 MHz, ... Starting materials: C(c1cocn1)=O, CC1=CN=C(C=C1)N, [C-]#[N+]C1CCCCC1. The reagents and catalysts are O=C(O)C(F)(F)F (trifluoroacetic acid). Solvent: CC(C)O (isopropyl alcohol), CC(C)O (isopropylalcohol). Reaction conditions: temperature 22 celsius, time 20 hour. Yields the product Cc1ccc2nc(c3cocn3)c(NC3CCCCC3)n2c1. The yield is 8.3%. As a reaction SMILES: CC1=CC=C(N)N=C1.[C-]#[N+]C1CCCCC1.O=CC1=COC=N1>>CC1=CN2C(C=C1)=NC(C1=COC=N1)=C2NC1CCCCC1.